This data is from the Open Reaction Database (ORD), a public repository of structured organic reaction records. The task is: describe an organic reaction: reactants, conditions, products, and yield The reactants are Cl.NC1=CC=C(OCCCN2C(C3=CC=CC=C3C2=O)=O)C=C1 (2-[3-(4-aminophenoxy)-propyl]-1H-isoindole-1,3(2H)-dione monohydrochloride), N1=CC=CC=C1 (pyridine), [OH-].[Na+] (NaOH), CS(=O)(=O)Cl (methanesulfonyl chloride). The solvent is O (water). Reaction conditions: time 1 hour. The product is O=C1N(C(C2=CC=CC=C12)=O)CCCOC1=CC=C(C=C1)NS(=O)(=O)C (N-[4-[3-(1,3-Dihydro-1,3-dioxo-2H-isoindol-2-yl)propoxy]phenyl]methanesulfonamide). Reaction SMILES: Cl.[NH2:2][C:3]1[CH:23]=[CH:22][C:6]([O:7][CH2:8][CH2:9][CH2:10][N:11]2[C:19](=[O:20])[C:18]3[C:13](=[CH:14][CH:15]=[CH:16][CH:17]=3)[C:12]2=[O:21])=[CH:5][CH:4]=1.N1C=CC=CC=1.[OH-].[Na+].[CH3:32][S:33](Cl)(=[O:35])=[O:34]>O>[O:20]=[C:19]1[C:18]2[C:13](=[CH:14][CH:15]=[CH:16][CH:17]=2)[C:12](=[O:21])[N:11]1[CH2:10][CH2:9][CH2:8][O:7][C:6]1[CH:22]=[CH:23][C:3]([NH:2][S:33]([CH3:32])(=[O:35])=[O:34])=[CH:4][CH:5]=1 |f:0.1,3.4|. Reported procedure: A 7.0 g sample of 2-[3-(4-aminophenoxy)-propyl]-1H-isoindole-1,3(2H)-dione monohydrochloride (Example 95) is added to 100 ml of pyridine, 2.2 ml of 10N NaOH and 2.5 g methanesulfonyl chloride. The mixture is stirred at room temperature for 6 hours and 1 hour on a steam bath. The reaction mixture is poured into 900 ml of cold water and stored at 0° C. for 18 hours. The precipitate is collected, washed with 200 ml of water and dried to give 6.5 g of solid. A 1.0 g sample is crystallized from 100 m... Starting materials: [BH3-]C#N, O=C([O-])[O-], C=O, CO, CC(=O)O, CNC1CCCN(C(=O)c2ccc(NC(=O)c3ccccc3C)s2)c2ccc(Cl)cc21, [K+], [K+], [Na+]. Product: Cc1ccccc1C(=O)Nc1ccc(C(=O)N2CCCC(N(C)C)c3cc(Cl)ccc32)s1. RXN SMILES: [C:34]([BH3-:35])#[N:36].[C:38](=[O:39])([O-:40])[O-:41].[CH2:32]=[O:33].[CH3:44][OH:45].[CH3:46][C:47](=[O:48])[OH:49].[Cl:1][c:2]1[cH:3][cH:4][c:5]2[c:6]([cH:31]1)[CH:7]([NH:29][CH3:30])[CH2:8][CH2:9][CH2:10][N:11]2[C:12]([c:13]1[cH:14][cH:15][c:16]([NH:18][C:19]([c:20]2[c:21]([CH3:26])[cH:22][cH:23][cH:24][cH:25]2)=[O:27])[s:17]1)=[O:28].[K+:42].[K+:43].[Na+:37]>>[Cl:1][c:2]1[cH:3][cH:4][c:5]2[c:6]([cH:31]1)[CH:7]([N:29]([CH3:30])[CH3:34])[CH2:8][CH2:9][CH2:10][N:11]2[C:12]([c:13]1[cH:14][cH:15][c:16]([NH:18][C:19]([c:20]2[c:21]([CH3:26])[cH:22][cH:23][cH:24][cH:25]2)=[O:27])[s:17]1)=[O:28]. Starting materials: O=C1CCC(=O)N1Br, CCOC(=O)c1cc2ccsc2n1C(=O)OC(C)(C)C, CCCC[N+](CCCC)(CCCC)CCCC, CCOC(C)=O, ClCCl, [F-]. The product is CCOC(=O)c1cc2cc(Br)sc2n1C(=O)OC(C)(C)C. Reaction SMILES: [Br:39][N:40]1[C:41](=[O:42])[CH2:43][CH2:44][C:45]1=[O:46].[CH2:1]([CH3:2])[O:3][C:4](=[O:5])[c:6]1[cH:7][c:8]2[c:9]([n:10]1[C:11](=[O:12])[O:13][C:14]([CH3:15])([CH3:16])[CH3:17])[s:18][cH:19][cH:20]2.[CH2:22]([N+:23]([CH2:24][CH2:25][CH2:26][CH3:27])([CH2:28][CH2:29][CH2:30][CH3:31])[CH2:32][CH2:33][CH2:34][CH3:35])[CH2:36][CH2:37][CH3:38].[CH3:47][CH2:48][O:49][C:50](=[O:51])[CH3:52].[Cl:53][CH2:54][Cl:55].[F-:21]>>[CH2:1]([CH3:2])[O:3][C:4](=[O:5])[c:6]1[cH:7][c:8]2[c:9]([n:10]1[C:11](=[O:12])[O:13][C:14]([CH3:15])([CH3:16])[CH3:17])[s:18][c:19]([Br:39])[cH:20]2. The reactants are FC(C1=CC(=NN1C)O)(F)F (5-trifluoromethyl-3-hydroxy-1-methylpyrazole), C([O-])([O-])=O.[K+].[K+] (potassium carbonate), COS(=O)(=O)[O-].C(C)[N+](C)(CC)CC (triethylmethylammonium methylsulfate), FC(C(CC(=O)OCC)=O)(F)F (ethyl 4,4,4-trifluoroacetoacetate), S(=O)(=O)(OC)OC (dimethyl sulfate). Solvent: CC(=O)C (acetone). Product: C(C)OC(C=C(C(F)(F)F)OC)=O (3-methoxy-4,4,4-trifluoro-2-butenoic acid ethyl ester). RXN SMILES: F[C:2](F)(F)C1N(C)N=C(O)C=1.[F:12][C:13]([F:23])([F:22])[C:14](=[O:21])[CH2:15][C:16]([O:18][CH2:19][CH3:20])=[O:17].S(OC)(OC)(=O)=O.C(=O)([O-])[O-].[K+].[K+].COS([O-])(=O)=O.C([N+](CC)(CC)C)C>CC(C)=O>[CH2:19]([O:18][C:16](=[O:17])[CH:15]=[C:14]([O:21][CH3:2])[C:13]([F:22])([F:23])[F:12])[CH3:20] |f:3.4.5,6.7|. Procedure: An alternative method of forming the 5-trifluoromethyl-3-hydroxy-1-methylpyrazole involves reacting ethyl 4,4,4-trifluoroacetoacetate in acetone with dimethyl sulfate in the presence of anhydrous potassium carbonate and preferably triethylmethylammonium methylsulfate to form 3-methoxy-4,4,4-trifluoro-2-butenoic acid ethyl ester. This ester is then reacted directly with methylhydrazine to form the 3- and 5-hydroxy isomer mixture of the pyrazole. The desired isomer can be separated as described ab... Reactants: CCC(C(=O)[O-])c1ccc(N2CCCC2=O)cc1, CCO, [K+], [Na+], C1CCOC1, [OH-], O, O=S(=O)([O-])O. Yields the product O=C(O)Cc1ccc(N2CCCC2=O)cc1. Reaction SMILES: [CH2:3]([CH3:4])[CH:5]([C:6](=[O:7])[O-:8])[c:9]1[cH:10][cH:11][c:12]([N:15]2[C:16](=[O:20])[CH2:17][CH2:18][CH2:19]2)[cH:13][cH:14]1.[CH3:33][CH2:34][OH:35].[K+:27].[Na+:2].[O:28]1[CH2:29][CH2:30][CH2:31][CH2:32]1.[OH-:1].[OH2:21].[S:22]([O-:23])([OH:24])(=[O:25])=[O:26]>>[CH2:5]([C:6](=[O:7])[OH:8])[c:9]1[cH:10][cH:11][c:12]([N:15]2[C:16](=[O:20])[CH2:17][CH2:18][CH2:19]2)[cH:13][cH:14]1. Reactants: FC(OC1=CC=C(C=2C=CC=NC12)C(=O)OC)F (methyl 8-difluoromethoxy-5-quinolinecarboxylate), [OH-].[Na+] (sodium hydroxide). Run in O (water). Run at temperature 25 celsius, time 20 hour. The product is FC(OC1=CC=C(C=2C=CC=NC12)C(=O)O)F (8-difluoromethoxy-5-quinolinecarboxylic acid). As a reaction SMILES: [F:1][CH:2]([F:18])[O:3][C:4]1[C:13]2[N:12]=[CH:11][CH:10]=[CH:9][C:8]=2[C:7]([C:14]([O:16]C)=[O:15])=[CH:6][CH:5]=1.[OH-].[Na+]>O>[F:18][CH:2]([F:1])[O:3][C:4]1[C:13]2[N:12]=[CH:11][CH:10]=[CH:9][C:8]=2[C:7]([C:14]([OH:16])=[O:15])=[CH:6][CH:5]=1 |f:1.2|. Procedure details: 0.7 g (2.8 mmol) of methyl 8-difluoromethoxy-5-quinolinecarboxylate was suspended in 15 ml of water and 0.4 g (10 mmol) of sodium hydroxide was added. The mixture was stirred at 25° C. for 20 hours and then filtered off, and the filtrate was washed with methyl tert-butyl ether. The aqueous phase was adjusted to pH 3 using concentrated hydrochloric acid and filtered off, and the residue was dried. This gave 0.45 g of a colorless powder; Reactants: FCC(=O)N(CC(COC)(C)COC)CCCN(C)CC[C@@]1([C@H](C2=CC=C(C=C2CC1)F)C(C)C)O (2-fluoro-N-(3-{[2-((1S,2S)-6-fluoro-2-hydroxy-1-isopropyl-1,2,3,4-tetrahydro-naphthalen-2-yl)-ethyl]-methyl-amino}-propyl)-N-(3-methoxy-2-methoxymethyl-2-methyl-propyl)-acetamide), solution. Run in C1CCOC1 (THF), C1CCOC1 (THF). Reaction conditions: time 10 minute. The product is FC=1C=C2CC[C@]([C@H](C2=CC1)C(C)C)(O)CCN(C)CCCN(CC(COC)(C)COC)CCF ((1S,2S)-6-fluoro-2-[2-({3-[(2-fluoro-ethyl)-(3-methoxy-2-methoxymethyl-2-methyl-propyl)-amino]-propyl}-methyl-amino)-ethyl]-1-isopropyl-1,2,3,4-tetrahydro-naphthalen-2-ol). Yield: 69.3%. Reaction SMILES: [F:1][CH2:2][C:3]([N:5]([CH2:15][CH2:16][CH2:17][N:18]([CH2:20][CH2:21][C@@:22]1([OH:36])[CH2:31][CH2:30][C:29]2[C:24](=[CH:25][CH:26]=[C:27]([F:32])[CH:28]=2)[C@@H:23]1[CH:33]([CH3:35])[CH3:34])[CH3:19])[CH2:6][C:7]([CH2:12][O:13][CH3:14])([CH3:11])[CH2:8][O:9][CH3:10])=O>C1COCC1>[F:32][C:27]1[CH:28]=[C:29]2[C:24](=[CH:25][CH:26]=1)[C@H:23]([CH:33]([CH3:34])[CH3:35])[C@:22]([CH2:21][CH2:20][N:18]([CH2:17][CH2:16][CH2:15][N:5]([CH2:3][CH2:2][F:1])[CH2:6][C:7]([CH2:8][O:9][CH3:10])([CH3:11])[CH2:12][O:13][CH3:14])[CH3:19])([OH:36])[CH2:31][CH2:30]2. Procedure: To a solution of 2.24 g of 2-fluoro-N-(3-{[2-((1S,2S)-6-fluoro-2-hydroxy-1-isopropyl-1,2,3,4-tetrahydro-naphthalen-2-yl)-ethyl]-methyl-amino}-propyl)-N-(3-methoxy-2-methoxymethyl-2-methyl-propyl)-acetamide in anh. THF (35 mL) was added dropwise at 0° C. for 20 min a 1M solution of borane-THF complex in THF (44 mL). The mixture was stirred for 10 min at rt then for 1.5 h at 65° C. It was cooled down to 0° C., quenched with 1M-NaOH and extracted with DCM. The organic phase was dried over anh. Na2S... The reactants are CCOc1cc(N2CCN(CCS(C)(=O)=O)CC2)ccc1N, C[O-], CC(C)O, O=C(Nc1c(F)cccc1F)c1cccc(-c2nc3ccccn3c2-c2ccnc(Cl)n2)c1, ClCCl, [Na+], Cc1ccc(S(=O)(=O)O)cc1. Product: CCOc1cc(N2CCN(CCS(C)(=O)=O)CC2)ccc1Nc1nccc(-c2c(-c3cccc(C(=O)Nc4c(F)cccc4F)c3)nc3ccccn23)n1. Reaction SMILES: [CH2:34]([CH3:35])[O:36][c:37]1[c:38]([NH2:39])[cH:40][cH:41][c:42]([N:44]2[CH2:45][CH2:46][N:47]([CH2:50][CH2:51][S:52](=[O:53])(=[O:54])[CH3:55])[CH2:48][CH2:49]2)[cH:43]1.[CH3:67][O-:68].[CH:73]([OH:74])([CH3:75])[CH3:76].[Cl:1][c:2]1[n:3][cH:4][cH:5][c:6](-[c:8]2[c:9](-[c:17]3[cH:18][c:19]([C:20](=[O:21])[NH:22][c:23]4[c:24]([F:30])[cH:25][cH:26][cH:27][c:28]4[F:29])[cH:31][cH:32][cH:33]3)[n:10][c:11]3[n:12]2[cH:13][cH:14][cH:15][cH:16]3)[n:7]1.[Cl:70][CH2:71][Cl:72].[Na+:69].[c:56]1([CH3:57])[cH:58][cH:59][c:60]([S:61]([OH:62])(=[O:63])=[O:64])[cH:65][cH:66]1>>[c:2]1([NH:39][c:38]2[c:37]([O:36][CH2:34][CH3:35])[cH:43][c:42]([N:44]3[CH2:45][CH2:46][N:47]([CH2:50][CH2:51][S:52](=[O:53])(=[O:54])[CH3:55])[CH2:48][CH2:49]3)[cH:41][cH:40]2)[n:3][cH:4][cH:5][c:6](-[c:8]2[c:9](-[c:17]3[cH:18][c:19]([C:20](=[O:21])[NH:22][c:23]4[c:24]([F:30])[cH:25][cH:26][cH:27][c:28]4[F:29])[cH:31][cH:32][cH:33]3)[n:10][c:11]3[n:12]2[cH:13][cH:14][cH:15][cH:16]3)[n:7]1.